Dataset: the Open Reaction Database (ORD), a public repository of structured organic reaction records. Task: describe an organic reaction: reactants, conditions, products, and yield Product: COC(C1=CC(=C(C=C1)OC)C=O)=O (3-Formyl-4-methoxybenzoic acid methyl ester). RXN SMILES: [CH3:1]I.[CH:3]([C:5]1[CH:6]=[C:7]([CH:11]=[CH:12][C:13]=1[OH:14])C(O)=O)=[O:4].[C:15]([O-:18])([O-])=O.[K+].[K+].CN(C)[CH:23]=[O:24]>O>[CH3:15][O:18][C:23](=[O:24])[C:7]1[CH:11]=[CH:12][C:13]([O:14][CH3:1])=[C:5]([CH:3]=[O:4])[CH:6]=1 |f:2.3.4|. Procedure details: 24.8 mL (398 mmol) of methyl iodide were added dropwise to a room temperature suspension of 30.0 g (181 mmol) of 3-formyl-4-hydroxybenzoic acid (from Example 36) and 75 g (542 mmol) of K2CO3 in 250 mL of dry dimethylformamide (DMF). After stirring 4 hours at room temperature, the reaction mixture was diluted with 2 L H2O and extracted four times with 750 mL ethyl acetate. The ethyl acetate extracts were washed three times with 500 mL H2O, one time with 300 mL 1N NaOH, one time with 500 mL H2O, o... Yield: 58.0%. The solvent is O (H2O). Run at time 4 hour. Reactants: C(=O)C=1C=C(C(=O)O)C=CC1O (3-formyl-4-hydroxybenzoic acid), C(=O)([O-])[O-].[K+].[K+] (K2CO3), CN(C=O)C (dimethylformamide), CI (methyl iodide). Reactants: C(Br)(Br)(Br)Br (CBr4), BrC1=C(C=C(C=C1)CO)C ((4-Bromo-3-methylphenyl)methanol), C1=CC=C(C=C1)P(C2=CC=CC=C2)C3=CC=CC=C3 (PPh3). Run in C(Cl)Cl (CH2Cl2). Conditions: temperature 0 celsius, time 2 hour. Product: BrC1=C(C=C(C=C1)CBr)C (1-Bromo-4-(bromomethyl)-2-methylbenzene). As a reaction SMILES: [Br:1][C:2]1[CH:7]=[CH:6][C:5]([CH2:8]O)=[CH:4][C:3]=1[CH3:10].C(Br)(Br)(Br)[Br:12].C1C=CC(P(C2C=CC=CC=2)C2C=CC=CC=2)=CC=1>C(Cl)Cl>[Br:1][C:2]1[CH:7]=[CH:6][C:5]([CH2:8][Br:12])=[CH:4][C:3]=1[CH3:10]. Procedure: (4-Bromo-3-methylphenyl)methanol (14.4 g, 71.6 mmol) is dissolved in anhydrous CH2Cl2 (150 mL) and CBr4 (26.1 g, 79.0 mmol) is added. The reaction mixture is cooled to 0° C. and PPh3 (20.7 g, 79.0 mmol) is added in small portions. The reaction mixture is stirred 2 h and the triphenylphosphine oxide that forms is filtered off and the solvent removed in vacuo. The resulting semi solid is filtered on a silica gel pad and rinsed with hexane/EtOAc (9:1) to provide the expected product 1-Bromo-4-(brom... The reactants are N.C(C)O (ammonia ethanol), Cl.BrC1=CC(=C(C=C1)C(C(OCC)=N)CCCCl)C(F)(F)F (ethyl 2-(4-bromo-2-trifluoromethylphenyl)-5-chloropentanimidate hydrochloride), Example 3-1. Conditions: time 8 day. The product is BrC1=CC(=C(C=C1)C1C(NCCC1)=N)C(F)(F)F (3-(4-bromo-2-trifluoromethylphenyl)piperidine-2-ylideneamine). Reaction SMILES: [NH3:1].C(O)C.Cl.[Br:6][C:7]1[CH:12]=[CH:11][C:10]([CH:13]([CH2:19][CH2:20][CH2:21]Cl)[C:14](=[NH:18])OCC)=[C:9]([C:23]([F:26])([F:25])[F:24])[CH:8]=1>>[Br:6][C:7]1[CH:12]=[CH:11][C:10]([CH:13]2[CH2:19][CH2:20][CH2:21][NH:1][C:14]2=[NH:18])=[C:9]([C:23]([F:26])([F:25])[F:24])[CH:8]=1 |f:0.1,2.3|. Procedure details: A saturated ammonia-ethanol solution (2.5 mL) was added to ethyl 2-(4-bromo-2-trifluoromethylphenyl)-5-chloropentanimidate hydrochloride obtained in Preparation Example 3-1 (500 mg), and the mixture was stirred at room temperature for eight days. The insoluble matter was removed by filtration and then the filtrate was concentrated under reduced pressure. Methylene chloride and a 1 N sodium hydroxide solution were added to the resulting residue, and the organic layer was separated. The aqueous la... The reactants are ClC=1C=C(C=CC1)C1C(NC(O1)=O)CC1=CC=C(C=C1)C(C(C)(C)C)(F)F ((4RS,5SR)-5-(3-chlorophenyl)-4-[4-(1,1-difluoro-2,2-dimethylpropyl)benzyl]-1,3-oxazolidin-2-one), [OH-].[Na+] (sodium hydroxide). Run in C(C)O (ethanol), C(C)O (ethanol). The product is NC(C(O)C1=CC(=CC=C1)Cl)CC1=CC=C(C=C1)C(C(C)(C)C)(F)F ((1RS,2SR)-2-amino-1-(3-chlorophenyl)-3-[4-(1,1-difluoro-2,2-dimethylpropyl)phenyl]-1-propanol). Isolated yield 71.7%. Reaction SMILES: [Cl:1][C:2]1[CH:3]=[C:4]([CH:8]2[O:12]C(=O)[NH:10][CH:9]2[CH2:14][C:15]2[CH:20]=[CH:19][C:18]([C:21]([F:27])([F:26])[C:22]([CH3:25])([CH3:24])[CH3:23])=[CH:17][CH:16]=2)[CH:5]=[CH:6][CH:7]=1.[OH-].[Na+]>C(O)C>[NH2:10][CH:9]([CH2:14][C:15]1[CH:16]=[CH:17][C:18]([C:21]([F:27])([F:26])[C:22]([CH3:23])([CH3:24])[CH3:25])=[CH:19][CH:20]=1)[CH:8]([C:4]1[CH:5]=[CH:6][CH:7]=[C:2]([Cl:1])[CH:3]=1)[OH:12] |f:1.2|. Procedure: To a solution of (4RS,5SR)-5-(3-chlorophenyl)-4-[4-(1,1-difluoro-2,2-dimethylpropyl)benzyl]-1,3-oxazolidin-2-one (3.82 g, 9.70 mmol) in ethanol (100 ml) was added 8N aqueous sodium hydroxide solution (6.1 ml, 48.5 mmol), and the mixture was heated under reflux for 4 hrs. After completion of the reaction, ethanol was evaporated under reduced pressure. The residue was diluted with water, and the mixture was extracted with ethyl acetate. The organic layers were combined, washed with saturated brine... Reactants: C1(CCCCC1)CC1N(CCCC1)CC(C)C1=CC2=CC=C(C=C2C=C1)OC (2-cyclohexylmethyl-1-[2-(6-methoxy-2-naphthyl)-2-methylethyl]piperidine). The solvent is Br (hydrobromic acid). Product: C1(CCCCC1)CC1N(CCCC1)CC(C)C1=CC2=CC=C(C=C2C=C1)O (2-cyclohexylmethyl-1-[2-(6-hydroxy-2-naphthyl)-2-methylethyl]piperidine). RXN SMILES: [CH:1]1([CH2:7][CH:8]2[CH2:13][CH2:12][CH2:11][CH2:10][N:9]2[CH2:14][CH:15]([C:17]2[CH:26]=[CH:25][C:24]3[C:19](=[CH:20][CH:21]=[C:22]([O:27]C)[CH:23]=3)[CH:18]=2)[CH3:16])[CH2:6][CH2:5][CH2:4][CH2:3][CH2:2]1>Br>[CH:1]1([CH2:7][CH:8]2[CH2:13][CH2:12][CH2:11][CH2:10][N:9]2[CH2:14][CH:15]([C:17]2[CH:26]=[CH:25][C:24]3[C:19](=[CH:20][CH:21]=[C:22]([OH:27])[CH:23]=3)[CH:18]=2)[CH3:16])[CH2:6][CH2:5][CH2:4][CH2:3][CH2:2]1. Reported procedure: Heating a solution of 2-cyclohexylmethyl-1-[2-(6-methoxy-2-naphthyl)-2-methylethyl]piperidine in aqueous hydrobromic acid and isolation of the product from a neutral medium affords 2-cyclohexylmethyl-1-[2-(6-hydroxy-2-naphthyl)-2-methylethyl]piperidine.